From a dataset of the Open Reaction Database (ORD), a public repository of structured organic reaction records. describe an organic reaction: reactants, conditions, products, and yield Procedure details: The same procedure as described in Example 81 was used, starting from [4-amino-2-(piperidin-4-ylamino)-pyrimidin-5-yl]-(5-fluoro-2-methoxy-phenyl)-methanone trifluoroacetic acid salt, Example 59, and dimethylaminopropionic acid (TCI-US) to give 1-[4-[4-amino-5-(5-fluoro-2-methoxy-benzoyl)-pyrimidin-2-ylamino]-piperidin-1-yl]-3-dimethylamino-propan-1-one. MS (M+H)+: 445. RXN SMILES: F[C:2](F)(F)[C:3]([OH:5])=O.[NH2:8][C:9]1[C:14]([C:15]([C:17]2[CH:22]=[C:21]([F:23])[CH:20]=[CH:19][C:18]=2[O:24][CH3:25])=[O:16])=[CH:13][N:12]=[C:11]([NH:26][CH:27]2[CH2:32][CH2:31][NH:30][CH2:29][CH2:28]2)[N:10]=1.[CH3:33][N:34]([CH:36](C)C(O)=O)[CH3:35]>>[NH2:8][C:9]1[C:14]([C:15](=[O:16])[C:17]2[CH:22]=[C:21]([F:23])[CH:20]=[CH:19][C:18]=2[O:24][CH3:25])=[CH:13][N:12]=[C:11]([NH:26][CH:27]2[CH2:28][CH2:29][N:30]([C:3](=[O:5])[CH2:2][CH2:33][N:34]([CH3:36])[CH3:35])[CH2:31][CH2:32]2)[N:10]=1 |f:0.1|. Product: NC1=NC(=NC=C1C(C1=C(C=CC(=C1)F)OC)=O)NC1CCN(CC1)C(CCN(C)C)=O (1-[4-[4-amino-5-(5-fluoro-2-methoxy-benzoyl)-pyrimidin-2-ylamino]-piperidin-1-yl]-3-dimethylamino-propan-1-one). Reactants: FC(C(=O)O)(F)F.NC1=NC(=NC=C1C(=O)C1=C(C=CC(=C1)F)OC)NC1CCNCC1 ([4-amino-2-(piperidin-4-ylamino)-pyrimidin-5-yl]-(5-fluoro-2-methoxy-phenyl)-methanone trifluoroacetic acid salt), CN(C)C(C(=O)O)C (dimethylaminopropionic acid). Reactants: C1(=CC=CC=C1)SN(C(OCC)=O)CCOS(=O)(=O)C (ethyl N-phenylthio-2-methylsulfonyloxyethylcarbamate), C1(O)=CC=C(O)C=C1 (hydroquinone), FC=1C=C(OC2=CC=C(C=C2)O)C=C(C1)F (4-(3,5-difluorophenoxy)phenol), ice water, C(C)N(C(C)C)C(C)C (ethyl diisopropylamine). The solvent is CS(=O)C (dimethyl sulfoxide), N1=CC=CC=C1 (pyridine), CS(=O)C (dimethyl sulfoxide). The product is C1(=CC=CC=C1)SN(C(OCC)=O)CCOC1=CC=C(C=C1)OC1=CC(=CC(=C1)F)F (Ethyl N-phenylthio-2-[4-(3,5-difluorophenoxy)phenoxy]ethylcarbamate). RXN SMILES: [F:1][C:2]1[CH:3]=[C:4]([CH:13]=[C:14]([F:16])[CH:15]=1)[O:5][C:6]1[CH:11]=[CH:10][C:9]([OH:12])=[CH:8][CH:7]=1.C(N(C(C)C)C(C)C)C.[C:26]1([S:32][N:33]([CH2:39][CH2:40]OS(C)(=O)=O)[C:34](=[O:38])[O:35][CH2:36][CH3:37])[CH:31]=[CH:30][CH:29]=[CH:28][CH:27]=1.C1(C=CC(O)=CC=1)O>CS(C)=O.N1C=CC=CC=1>[C:26]1([S:32][N:33]([CH2:39][CH2:40][O:12][C:9]2[CH:8]=[CH:7][C:6]([O:5][C:4]3[CH:3]=[C:2]([F:1])[CH:15]=[C:14]([F:16])[CH:13]=3)=[CH:11][CH:10]=2)[C:34](=[O:38])[O:35][CH2:36][CH3:37])[CH:27]=[CH:28][CH:29]=[CH:30][CH:31]=1. Reported procedure: A solution of 4.3 g of 4-(3,5-difluorophenoxy)phenol and 1.58 g of pyridine or 2.58 g of ethyl diisopropylamine in 35 ml of dry dimethyl sulfoxide is metered at a constant rate at +25° C. in the course of 5 hours to a solution of 6.4 g of ethyl N-phenylthio-2-methylsulfonyloxyethylcarbamate and 0.2 g of hydroquinone in 20 ml of anhydrous dimethyl sulfoxide, with stirring. The mixture is stirred for 5 more hours at room temperature. After this, the reaction mixture is poured into ice-water and ex... Starting materials: CC(CCCC1CCCC(O)O1)OC(C)(C)C, C=C[Mg+], [Cl-], [Cl-], [NH4+], C1CCOC1. Product: C=CC(O)CCCC(O)CCCC(C)OC(C)(C)C. Reaction SMILES: [C:1]([CH3:2])([CH3:3])([CH3:4])[O:5][CH:6]([CH2:7][CH2:8][CH2:9][CH:10]1[CH2:11][CH2:12][CH2:13][CH:14]([OH:16])[O:15]1)[CH3:17].[CH:19](=[CH2:20])[Mg+:21].[Cl-:18].[Cl-:22].[NH4+:23].[O:24]1[CH2:25][CH2:26][CH2:27][CH2:28]1>>[C:1]([CH3:2])([CH3:3])([CH3:4])[O:5][CH:6]([CH2:7][CH2:8][CH2:9][CH:10]([CH2:11][CH2:12][CH2:13][CH:14]([OH:16])[CH:19]=[CH2:20])[OH:15])[CH3:17]. Reactants: C(C)OC(C(C(CC1=CC=CC=C1)O)N(CC1=CC=CC=C1)CC1=CC=CC=C1)=O (2-dibenzylamino-3-hydroxy-4-phenyl-butyric acid ethyl ester), O.[OH-].[Li+] (lithium hydroxide monohydrate). Run in O (water), O (Water), O1CCCC1 (tetrahydrofurane). Conditions: temperature 60 celsius, time 8 hour. The product is C(C1=CC=CC=C1)N(C(C(=O)O)C(CC1=CC=CC=C1)O)CC1=CC=CC=C1 (2-dibenzylamino-3-hydroxy-4-phenyl-butyric acid). RXN SMILES: C([O:3][C:4](=[O:30])[CH:5]([N:15]([CH2:23][C:24]1[CH:29]=[CH:28][CH:27]=[CH:26][CH:25]=1)[CH2:16][C:17]1[CH:22]=[CH:21][CH:20]=[CH:19][CH:18]=1)[CH:6]([OH:14])[CH2:7][C:8]1[CH:13]=[CH:12][CH:11]=[CH:10][CH:9]=1)C.O.[OH-].[Li+]>O1CCCC1.O>[CH2:23]([N:15]([CH2:16][C:17]1[CH:22]=[CH:21][CH:20]=[CH:19][CH:18]=1)[CH:5]([CH:6]([OH:14])[CH2:7][C:8]1[CH:9]=[CH:10][CH:11]=[CH:12][CH:13]=1)[C:4]([OH:30])=[O:3])[C:24]1[CH:25]=[CH:26][CH:27]=[CH:28][CH:29]=1 |f:1.2.3|. Reported procedure: To 5.43 g (13.5 mmol) racemic (2S,3R and 2R,3S)-2-dibenzylamino-3-hydroxy-4-phenyl-butyric acid ethyl ester in 75 ml tetrahydrofurane were added 2.28 g (53.8 mmol) lithium hydroxide monohydrate dissolved in 13.5 ml water. The mixture was stirred at 60° C. overnight. Water was added followed by extraction with ethyl acetate. The waterphase was adjusted to pH 1 with 1 N aqueous hydrochloric acid. Extraction with ethylacetate and chromatography on silicagel with dichloromethane/methanol 9/1 yielded... The reactants are O1CCOC2=C1C=CC=C2N2CCN(CC2)CCN (2-[4-(2,3-dihydro-benzo[1,4]dioxin-5-yl)-piperazin-1-yl-]ethylamine), C1(CCCCC1)C(=O)Cl (cyclohexanecarbonyl chloride). Run in ClCCl (dichloromethane). Run at time 8 hour. The product is hydrochloride semihydrate, O1CCOC2=C1C=CC=C2N2CCN(CC2)CCNC(=O)C2CCCCC2 (Cyclohexanecarboxylic acid {2-[4-(2,3-dihydro-benzo[1,4]dioxin-5-yl)-piperazin-1-yl-]ethyl}-amide). The yield is 88.1%. Reaction SMILES: [O:1]1[C:6]2[CH:7]=[CH:8][CH:9]=[C:10]([N:11]3[CH2:16][CH2:15][N:14]([CH2:17][CH2:18][NH2:19])[CH2:13][CH2:12]3)[C:5]=2[O:4][CH2:3][CH2:2]1.[CH:20]1([C:26](Cl)=[O:27])[CH2:25][CH2:24][CH2:23][CH2:22][CH2:21]1>ClCCl>[O:1]1[C:6]2[CH:7]=[CH:8][CH:9]=[C:10]([N:11]3[CH2:12][CH2:13][N:14]([CH2:17][CH2:18][NH:19][C:26]([CH:20]4[CH2:25][CH2:24][CH2:23][CH2:22][CH2:21]4)=[O:27])[CH2:15][CH2:16]3)[C:5]=2[O:4][CH2:3][CH2:2]1. Procedure details: A solution of 2-[4-(2,3-dihydro-benzo[1,4]dioxin-5-yl)-piperazin-1-yl-]ethylamine (0.20 g, 0.76 mmol) in dichloromethane (5 mL) was treated with cyclohexanecarbonyl chloride (0.11 g, 0.76 mmol) at 0° C. under a nitrogen atmosphere. The resulting mixture was stirred overnight, during which time it came up to room temperature. The product was precipitated by the addition of hexane to yield the hydrochloride semihydrate salt of the titled compound (0.25 g, 80%) as a white solid; mp=165-166° C.; MS ... Reactants: [BH4-].[K+] (potassium borohydride), C1=CN=C2C=CC(=C3NC=4C=CC=CC4C231)C(=O)[O-] (7H-pyrrolo (2,3-d)-carbazole-6-carboxylate), ClOC(C)(C)C (t-butyl hypochlorite), CCC12C=CCN3[C@@H]1[C@@]4(CC3)C=5C=CC(=CC5N([C@H]4[C@]([C@@H]2OC(=O)C)(C(=O)OC)O)C)OC (vindoline). Reagents/catalysts: F[B-](F)(F)F.[Ag+] (silver tetrafluoroborate). Run in C(C)(=O)O (acetic acid), ClCCl (dichloromethane), C(C)N(CC)CC (triethylamine), CC(=O)C (acetone). Product: 7R, N1C=CC2=CC=CC=C12.N1CCC2=CC=CC=C12 (indole indoline). As a reaction SMILES: [CH:1]1[C:16]23[C:8](NC4C=CC=CC=42)=[C:7](C([O-])=O)[CH:6]=[CH:5][C:4]3=[N:3][CH:2]=1.ClOC(C)(C)C.CC[C:28]12[C@@H:46](OC(C)=O)[C@:45](O)(C(OC)=O)[C@H:44]3[C@@:34]4(C5C=CC(OC)=CC=5N3C)[CH2:35][CH2:36][N:32]([C@@H:33]14)CC=C2.[BH4-].[K+]>ClCCl.CC(C)=O.C(O)(=O)C.F[B-](F)(F)F.[Ag+].C(N(CC)CC)C>[NH:3]1[C:4]2[C:16](=[CH:8][CH:7]=[CH:6][CH:5]=2)[CH:1]=[CH:2]1.[NH:32]1[C:33]2[C:34](=[CH:44][CH:45]=[CH:46][CH:28]=2)[CH2:35][CH2:36]1 |f:3.4,8.9,11.12|. Reported procedure: Using the procedure of Example 25, 0.522 g (0.887 mmol) of 4,2'-PARF methyl 3-benzyl-1,2,3,3a,4,5-hexahydro-4-[2-p-toluenesulfonyloxymethyl) propyl]-7H-pyrrolo (2,3-d)-carbazole-6-carboxylate on reaction with 0.141 g (1.29 mmol) of t-butyl hypochlorite and 0.136 g ((0.187 mL) of triethylamine in 25 mL of dichloromethane, followed by a reaction with 0.297 g (0.654 mmol) of vindoline, 0.204 g (1.29 g mmol) of tetrafluoroboric acid diethyl ether complex and 0.245 g (1.26 mmol) of silver tetrafluoro... The reactants are ClC1=C(C(=O)O)C=C(C=C1)S(NC)(=O)=O (2-Chloro-5-methylsulfamoyl-benzoic acid), ClC1=C(C(=O)O)C=C(C=C1)S(=O)O (2-Chloro-5-sulfino-benzoic acid), C(C)(C)N (isopropylamine). Yields the product ClC1=C(C(=O)O)C=C(C=C1)S(NC(C)C)(=O)=O (2-Chloro-5-isopropylsulfamoyl-benzoic acid). Yield: 74.0%. RXN SMILES: ClC1C=CC(S(=O)(=O)NC)=CC=1C(O)=O.[Cl:16][C:17]1[CH:25]=[CH:24][C:23]([S:26]([OH:28])=[O:27])=[CH:22][C:18]=1[C:19]([OH:21])=[O:20].[CH:29]([NH2:32])([CH3:31])[CH3:30]>>[Cl:16][C:17]1[CH:25]=[CH:24][C:23]([S:26](=[O:28])(=[O:27])[NH:32][CH:29]([CH3:31])[CH3:30])=[CH:22][C:18]=1[C:19]([OH:21])=[O:20]. Reported procedure: The title compound was synthesised according to the procedure described for 2-Chloro-5-methylsulfamoyl-benzoic acid from 2-Chloro-5-sulfino-benzoic acid and isopropylamine and obtained in 74% yield. MS (m/e): 276.1 (MH−, 100%). Starting materials: N1(CCCC1)CC1CCN(CC1)C1=CC=C(C=O)C=C1 (4-(4-Pyrrolidin-1-ylmethyl-pieridin-1-yl)-benzaldehyde), CN1CCNCC1 (N-methylpiperazine). Yields the product CN1CCN(CC1)CC1=CC=C(C=C1)N1CCC(CC1)CN1CCCC1 (1-Methyl-4-{4-(4-pyrrolidin-1-ylmethyl-piperidin-1-yl)-benzyl}-piperazine). As a reaction SMILES: [N:1]1([CH2:6][CH:7]2[CH2:12][CH2:11][N:10]([C:13]3[CH:20]=[CH:19][C:16]([CH:17]=O)=[CH:15][CH:14]=3)[CH2:9][CH2:8]2)[CH2:5][CH2:4][CH2:3][CH2:2]1.[CH3:21][N:22]1[CH2:27][CH2:26][NH:25][CH2:24][CH2:23]1>>[CH3:21][N:22]1[CH2:27][CH2:26][N:25]([CH2:17][C:16]2[CH:19]=[CH:20][C:13]([N:10]3[CH2:11][CH2:12][CH:7]([CH2:6][N:1]4[CH2:5][CH2:4][CH2:3][CH2:2]4)[CH2:8][CH2:9]3)=[CH:14][CH:15]=2)[CH2:24][CH2:23]1. Procedure details: Prepared from the product of Example 9 and N-methylpiperazine.